Dataset: the Open Reaction Database (ORD), a public repository of structured organic reaction records. Task: describe an organic reaction: reactants, conditions, products, and yield Starting materials: BrC1=CC(=NC2=CC=CC=C12)C(=O)N[C@@H]1[C@H](CCCC1)O (4-bromo-N-[(1S,2S)-2-hydroxycyclohexyl]quinoline-2-carboxamide), ClC1=CC(=CC=C1)C(=O)OO (3-chloroperbenzoic acid), ClC1=CC(=CC=C1)C(=O)OO (3-chloroperbenzoic acid). Solvent: C(Cl)Cl (CH2Cl2). Conditions: time 18 hour. Yields the product BrC=1C=C([N+](=C2C=CC=CC12)[O-])C(=O)N[C@@H]1[C@H](CCCC1)O (4-bromo-N-[(1S,2S)-2-hydroxycyclohexyl]quinoline-2-carboxamide 1-oxide). RXN SMILES: [Br:1][C:2]1[C:11]2[C:6](=[CH:7][CH:8]=[CH:9][CH:10]=2)[N:5]=[C:4]([C:12]([NH:14][C@H:15]2[CH2:20][CH2:19][CH2:18][CH2:17][C@@H:16]2[OH:21])=[O:13])[CH:3]=1.ClC1C=CC=C(C(OO)=[O:30])C=1>C(Cl)Cl>[Br:1][C:2]1[CH:3]=[C:4]([C:12]([NH:14][C@H:15]2[CH2:20][CH2:19][CH2:18][CH2:17][C@@H:16]2[OH:21])=[O:13])[N+:5]([O-:30])=[C:6]2[C:11]=1[CH:10]=[CH:9][CH:8]=[CH:7]2. Procedure details: To a solution of 4-bromo-N-[(1S,2S)-2-hydroxycyclohexyl]quinoline-2-carboxamide (0.20 g, 0.57 mmol) in 3.0 mL CH2Cl2 at room temperature was added 3-chloroperbenzoic acid (0.20 g, 1.15 mmol). The reaction mixture was stirred at room temperature for 18 h. Additional 3-chloroperbenzoic acid (0.20 g, 1.15 mmol) was added to reaction mixture and was stirred at room temperature for an additional 18 h. The reaction mixture was concentrated, and the resultant residue was subjected to silica gel chromat...